Dataset: the Open Reaction Database (ORD), a public repository of structured organic reaction records. Task: describe an organic reaction: reactants, conditions, products, and yield The reactants are [F-].C(CCC)[N+](CCCC)(CCCC)CCCC (Tetrabutyl ammonium fluoride), [Si](C1=CC=CC=C1)(C1=CC=CC=C1)(C(C)(C)C)OCC(CN1C(C=NC2=CC=C(C=C12)OC)=O)F (1-(3-{[tert-Butyl(diphenyl)silyl]oxy}-2-fluoropropyl)-7-methoxyquinoxalin-2(1H)-one), O.C([O-])(O)=O.[Na+] (sodium bicarbonate water). Run in O1CCCC1 (tetrahydrofuran). Run at time 5 hour. Product: FC(CN1C(C=NC2=CC=C(C=C12)OC)=O)CO (1-(2-Fluoro-3-hydroxypropyl)-7-methoxyquinoxalin-2(1H)-one). Yield: 97.8%. As a reaction SMILES: [Si]([O:18][CH2:19][CH:20]([F:35])[CH2:21][N:22]1[C:31]2[C:26](=[CH:27][CH:28]=[C:29]([O:32][CH3:33])[CH:30]=2)[N:25]=[CH:24][C:23]1=[O:34])(C(C)(C)C)(C1C=CC=CC=1)C1C=CC=CC=1.[F-].C([N+](CCCC)(CCCC)CCCC)CCC.O.C(=O)(O)[O-].[Na+]>O1CCCC1>[F:35][CH:20]([CH2:19][OH:18])[CH2:21][N:22]1[C:31]2[C:26](=[CH:27][CH:28]=[C:29]([O:32][CH3:33])[CH:30]=2)[N:25]=[CH:24][C:23]1=[O:34] |f:1.2,3.4.5|. Procedure: 1-(3-{[tert-Butyl(diphenyl)silyl]oxy}-2-fluoropropyl)-7-methoxyquinoxalin-2(1H)-one (690 mg, 1.41 mmol) was dissolved in tetrahydrofuran (7 ml). Tetrabutyl ammonium fluoride (1M tetrahydrofuran solution; 1.83 ml, 1.83 mmol) was added to the solution under cooling on ice and the mixture was stirred at room temperature for 5 hours. Saturated sodium bicarbonate water was added to the reaction solution and the resultant was extracted with dichloromethane. The extract was dried over anhydrous sodium ... Starting materials: COC([C@@H](CC1=CC=CC=C1)OC1=C(C=C(C=C1C)C1=C2C=CC=CC2=C(C=2SC(=C(C21)C)C)Br)C)=O ((2R)-2-[4-(9-bromo-2,3-dimethyl-naphtho[2,3-b]thiophen-4-yl)-2,6-dimethyl-phenoxy]-3-phenyl-propionic acid methyl ester), [OH-].[K+] (potassium hydroxide), solution, Cl (hydrochloric acid). Solvent: O1CCCC1 (tetrahydrofuran), CO (methanol), O (water). Conditions: time 18 hour. Product: BrC1=C2C=CC=CC2=C(C2=C1SC(=C2C)C)C2=CC(=C(O[C@@H](C(=O)O)CC1=CC=CC=C1)C(=C2)C)C ((2R)-2-[4-(9-bromo-2,3-dimethyl-naphtho[2,3-b]thiophen-4-yl)-2,6-dimethyl-phenoxy]-3-phenyl-propionic acid), foam. Yield: 64.0%. RXN SMILES: C[O:2][C:3](=[O:37])[C@H:4]([O:12][C:13]1[C:18]([CH3:19])=[CH:17][C:16]([C:20]2[C:32]3[C:31]([CH3:33])=[C:30]([CH3:34])[S:29][C:28]=3[C:27]([Br:35])=[C:26]3[C:21]=2[CH:22]=[CH:23][CH:24]=[CH:25]3)=[CH:15][C:14]=1[CH3:36])[CH2:5][C:6]1[CH:11]=[CH:10][CH:9]=[CH:8][CH:7]=1.[OH-].[K+].Cl>O1CCCC1.CO.O>[Br:35][C:27]1[C:28]2[S:29][C:30]([CH3:34])=[C:31]([CH3:33])[C:32]=2[C:20]([C:16]2[CH:15]=[C:14]([CH3:36])[C:13]([O:12][C@H:4]([CH2:5][C:6]3[CH:7]=[CH:8][CH:9]=[CH:10][CH:11]=3)[C:3]([OH:37])=[O:2])=[C:18]([CH3:19])[CH:17]=2)=[C:21]2[C:26]=1[CH:25]=[CH:24][CH:23]=[CH:22]2 |f:1.2|. Procedure: To a solution of (2R)-2-[4-(9-bromo-2,3-dimethyl-naphtho[2,3-b]thiophen-4-yl)-2,6-dimethyl-phenoxy]-3-phenyl-propionic acid methyl ester (3.1 g, 5.4 mmol) in tetrahydrofuran (125 mL) and methanol (41 mL) at room temperature was added dropwise aqueous potassium hydroxide (6.5 mL of a 1N solution, 6.5 mmol). After 1.5 h at room temperature the reaction mixture was placed in the freezer for 18 h. The reaction was removed from the freezer and allowed to stir at room temperature. More aqueous potassi... Isolated yield 108.4%. Reported procedure: To a solution of silyl ether (41) (341 mg, 0.84 mmol) in CH3CN (10 mL) was added 50% aqueous HF (1 mL) the mixture was stirred at room temperature for 15 minutes. The reaction mixture was poured into saturated aqueous NaHCO3 (50 mL) and ether (75 mL). The organic layer was separated and washed with two 50-mL portions of water, dried (MgSO4), and concentrated to yield (42) (290 mg, 98%) as a colorless oil: Rf 0.24 (9:1 petroleum ether/EtOAc); 1H NMR (CDCl3) δ 7.30 (s, 4 H), 5.60 (m, 2 H), 4.63 (s... Reactants: [Si](C)(C)(C(C)(C)C)OCC1=CC=C(C=C1)COC\C=C/CCCCCCCCCC (cis-1-(tert-Butyldimethylsilyloxymethyl)-4-(2-tridecenyloxymethyl)benzene), mixture, C(=O)(O)[O-].[Na+] (NaHCO3), CCOCC (ether). As a reaction SMILES: [Si]([O:8][CH2:9][C:10]1[CH:15]=[CH:14][C:13]([CH2:16][O:17][CH2:18]/[CH:19]=[CH:20]\[CH2:21][CH2:22][CH2:23][CH2:24][CH2:25][CH2:26][CH2:27][CH2:28][CH2:29][CH3:30])=[CH:12][CH:11]=1)(C(C)(C)C)(C)C.C([O-])(O)=O.[Na+].CCOCC>CC#N>[CH2:18]([O:17][CH2:16][C:13]1[CH:14]=[CH:15][C:10]([CH2:9][OH:8])=[CH:11][CH:12]=1)/[CH:19]=[CH:20]\[CH2:21][CH2:22][CH2:23][CH2:24][CH2:25][CH2:26][CH2:27][CH2:28][CH2:29][CH3:30] |f:1.2|. Run in CC#N (CH3CN). Run at time 15 minute. Product: C(\C=C/CCCCCCCCCC)OCC1=CC=C(C=C1)CO (cis-4-(2-Tridecenyloxymethyl)phenylmethanol).